This data is from the Open Reaction Database (ORD), a public repository of structured organic reaction records. The task is: describe an organic reaction: reactants, conditions, products, and yield Reactants: [OH-].[Na+] (NaOH), OO (H2O2), C(C1=CC=CC=C1)OC=1C=C(C=CC1)C=1N=C(N2C1C(=NC=C2)Cl)C2CC(C2)CO ({3-[1-(3-Benzyloxyphenyl)-8-chloro-imidazo[1,5-a]pyrazin-3-yl]cyclobutyl}methanol), C(C1=CC=CC=C1)OC=1C=C(C=CC1)C=1N=C(N2C1C(=NC=C2)Cl)C2CC(C2)=C (1-(3-benzyloxyphenyl)-8-chloro-3-(3-methylenecyclobutyl)-imidazo[1,5-a]pyrazine), B1C2CCCC1CCC2 (9-BBN). Solvent: C1CCOC1 (THF). Conditions: time 10 minute. Yields the product NC=1C=2N(C=CN1)C(=NC2C2=CC(=CC=C2)OCC2=CC=CC=C2)C2CC(C2)CO ({3-[8-Amino-1-(3-benzyloxyphenyl)-imidazo[1,5-a]pyrazin-3-yl]cyclobutyl}methanol). As a reaction SMILES: [CH2:1]([O:8][C:9]1[CH:10]=[C:11]([C:15]2[N:16]=[C:17]([CH:25]3[CH2:28][CH:27]([CH2:29][OH:30])[CH2:26]3)[N:18]3[CH:23]=[CH:22][N:21]=[C:20](Cl)[C:19]=23)[CH:12]=[CH:13][CH:14]=1)[C:2]1[CH:7]=[CH:6][CH:5]=[CH:4][CH:3]=1.C(OC1C=C(C2[N:46]=C(C3CC(=C)C3)N3C=CN=C(Cl)C=23)C=CC=1)C1C=CC=CC=1.B1C2CCCC1CCC2.[OH-].[Na+].OO>C1COCC1>[NH2:46][C:20]1[C:19]2[N:18]([C:17]([CH:25]3[CH2:28][CH:27]([CH2:29][OH:30])[CH2:26]3)=[N:16][C:15]=2[C:11]2[CH:12]=[CH:13][CH:14]=[C:9]([O:8][CH2:1][C:2]3[CH:7]=[CH:6][CH:5]=[CH:4][CH:3]=3)[CH:10]=2)[CH:23]=[CH:22][N:21]=1 |f:3.4|. Reported procedure: {3-[1-(3-Benzyloxyphenyl)-8-chloro-imidazo[1,5-a]pyrazin-3-yl]cyclobutyl}methanol: To a solution of 1-(3-benzyloxyphenyl)-8-chloro-3-(3-methylenecyclobutyl)-imidazo[1,5-a]pyrazine (345 mg, 0.86 mmol) in dry THF (5 mL) was added 9-BBN (2.6 mL, 1.3 mmol, 0.5 M in THF) dropwise at 0° C. under nitrogen atmosphere. The temperature was slowly warmed to rt overnight. Upon which time TLC showed the reaction was complete. The mixture was cooled to 0° C., and 2 mL 1N aq. NaOH and 0.4 mL 30% aq. H2O2 were ... Reactants: ClC1=CC(=C(NC2=NC=NC3=CC(=C(C=C23)OC)O)C=C1)F (4-(4-chloro-2-fluoroanilino)-7-hydroxy-6-methoxyquinazoline), Cl.ClCCOC1=CC=NC=C1 (4-(2-chloroethoxy)pyridine hydrochloride), C([O-])([O-])=O.[K+].[K+] (potassium carbonate). Run in CN1CCCC1=O (NMP), O (water). Conditions: temperature 90 celsius, time 18 hour. Yields the product ClC1=CC(=C(NC2=NC=NC3=CC(=C(C=C23)OC)OCCOC2=CC=NC=C2)C=C1)F (4-(4-chloro-2-fluoroanilino)-6-methoxy-7-(2-(4-pyridyloxy)ethoxy)quinazoline). Yield: 5.7%. Reaction SMILES: [Cl:1][C:2]1[CH:21]=[CH:20][C:5]([NH:6][C:7]2[C:16]3[C:11](=[CH:12][C:13]([OH:19])=[C:14]([O:17][CH3:18])[CH:15]=3)[N:10]=[CH:9][N:8]=2)=[C:4]([F:22])[CH:3]=1.Cl.Cl[CH2:25][CH2:26][O:27][C:28]1[CH:33]=[CH:32][N:31]=[CH:30][CH:29]=1.C(=O)([O-])[O-].[K+].[K+]>CN1C(=O)CCC1.O>[Cl:1][C:2]1[CH:21]=[CH:20][C:5]([NH:6][C:7]2[C:16]3[C:11](=[CH:12][C:13]([O:19][CH2:25][CH2:26][O:27][C:28]4[CH:33]=[CH:32][N:31]=[CH:30][CH:29]=4)=[C:14]([O:17][CH3:18])[CH:15]=3)[N:10]=[CH:9][N:8]=2)=[C:4]([F:22])[CH:3]=1 |f:1.2,3.4.5|. Procedure details: A mixture of 4-(4-chloro-2-fluoroanilino)-7-hydroxy-6-methoxyquinazoline (300 mg, 0.94 mmol), (prepared as described for the starting material in Example 15), 4-(2-chloroethoxy)pyridine hydrochloride (155 mg, 0.79 mmol) and potassium carbonate (260 mg, 1.9 mmol) in NMP (20 ml) was heated at 90° C. for 2 hours, allowed to cool to ambient temperature and stirred for a further 18 hours. The mixture was diluted with water and extracted with ethyl acetate. The extract was washed with water, dried (Mg...